describe an organic reaction: reactants, conditions, products, and yield From a dataset of the Open Reaction Database (ORD), a public repository of structured organic reaction records. The reactants are CCN=C=NCCCN(C)C, CCN(C(C)C)C(C)C, CN(C)C=O, Cl, COc1ccc(NC(=O)c2cccc(C(C)(C)C#N)c2)cc1Oc1ccc2nc(N)sc2c1, O, On1nnc2ccccc21, O=C(O)c1cocn1. The product is COc1ccc(NC(=O)c2cccc(C(C)(C)C#N)c2)cc1Oc1ccc2nc(NC(=O)c3cocn3)sc2c1. RXN SMILES: [CH2:43]([N:44]=[C:45]=[N:46][CH2:47][CH2:48][CH2:49][N:50]([CH3:51])[CH3:52])[CH3:53].[CH2:64]([N:65]([CH:66]([CH3:67])[CH3:68])[CH:69]([CH3:70])[CH3:71])[CH3:72].[CH3:73][N:74]([CH3:75])[CH:76]=[O:77].[ClH:42].[NH2:1][c:2]1[s:3][c:4]2[c:5]([n:6]1)[cH:7][cH:8][c:9]([O:11][c:12]1[cH:13][c:14]([NH:20][C:21]([c:22]3[cH:23][c:24]([C:28]([CH3:29])([CH3:30])[C:31]#[N:32])[cH:25][cH:26][cH:27]3)=[O:33])[cH:15][cH:16][c:17]1[O:18][CH3:19])[cH:10]2.[OH2:78].[OH:54][n:55]1[c:56]2[cH:57][cH:58][cH:59][cH:60][c:61]2[n:62][n:63]1.[o:34]1[cH:35][n:36][c:37]([C:39](=[O:40])[OH:41])[cH:38]1>>[NH:1]([c:2]1[s:3][c:4]2[c:5]([n:6]1)[cH:7][cH:8][c:9]([O:11][c:12]1[cH:13][c:14]([NH:20][C:21]([c:22]3[cH:23][c:24]([C:28]([CH3:29])([CH3:30])[C:31]#[N:32])[cH:25][cH:26][cH:27]3)=[O:33])[cH:15][cH:16][c:17]1[O:18][CH3:19])[cH:10]2)[C:39]([c:37]1[n:36][cH:35][o:34][cH:38]1)=[O:40]. Starting materials: N1(CCCC2=CC=CC=C12)S(=O)(=O)C1=CC=C(C(=O)O)C=C1 (4-(3,4-dihydroquinolin-1(2H)-ylsulfonyl)benzoic acid), N1=C(C=CC=C1)C=1N=C(SC1)N (4-(pyridin-2-yl)thiazol-2-amine). Yields the product N1(CCCC2=CC=CC=C12)S(=O)(=O)C1=CC=C(C(=O)NC=2SC=C(N2)C2=NC=CC=C2)C=C1 (4-(3,4-dihydroquinolin-1(2H)-ylsulfonyl)-N-(4-(pyridin-2-yl)thiazol-2-yl)benzamide). RXN SMILES: [N:1]1([S:11]([C:14]2[CH:22]=[CH:21][C:17]([C:18]([OH:20])=O)=[CH:16][CH:15]=2)(=[O:13])=[O:12])[C:10]2[C:5](=[CH:6][CH:7]=[CH:8][CH:9]=2)[CH2:4][CH2:3][CH2:2]1.[N:23]1[CH:28]=[CH:27][CH:26]=[CH:25][C:24]=1[C:29]1[N:30]=[C:31]([NH2:34])[S:32][CH:33]=1>>[N:1]1([S:11]([C:14]2[CH:22]=[CH:21][C:17]([C:18]([NH:34][C:31]3[S:32][CH:33]=[C:29]([C:24]4[CH:25]=[CH:26][CH:27]=[CH:28][N:23]=4)[N:30]=3)=[O:20])=[CH:16][CH:15]=2)(=[O:12])=[O:13])[C:10]2[C:5](=[CH:6][CH:7]=[CH:8][CH:9]=2)[CH2:4][CH2:3][CH2:2]1. Procedure: 4-(3,4-dihydroquinolin-1(2H)-ylsulfonyl)benzoic acid (1) (400 mg, 1.26 mmol) was treated with 4-(pyridin-2-yl)thiazol-2-amine (290 mg, 1.64 mmol) using method C. The residue was purified using flash chromatography eluting with 50-100% EtOAc in hexanes to give 4-(3,4-dihydroquinolin-1(2H)-ylsulfonyl)-N-(4-(pyridin-2-yl)thiazol-2-yl)benzamide as an off-white solid. Yield: 235 mg (39%). 1H-NMR: 8.63-8.60 (m, 1H), 8.21 (d, J=8.5 Hz, 2H), 8.00 (d, J=8.0 Hz, 7.93-7.88 (m, 2H), 7.76 (d, J=8.5 Hz, 2H), ...